Task: describe an organic reaction: reactants, conditions, products, and yield. Dataset: the Open Reaction Database (ORD), a public repository of structured organic reaction records Reactants: O=C1N(CCC1)[C@@H](C(=O)OC(C)(C)C)C1=CC=CC=C1 ((R)-tert-butyl 2-(2-oxopyrrolidin-1-yl)-2-phenylacetate). The solvent is FC(C(=O)O)(F)F (trifluoroacetic acid). Product: O=C1N(CCC1)[C@@H](C(=O)O)C1=CC=CC=C1 ((R)-2-(2-oxopyrrolidin-1-yl)-2-phenylacetic acid). The yield is 103.0%. Reaction SMILES: [O:1]=[C:2]1[CH2:6][CH2:5][CH2:4][N:3]1[C@H:7]([C:15]1[CH:20]=[CH:19][CH:18]=[CH:17][CH:16]=1)[C:8]([O:10]C(C)(C)C)=[O:9]>FC(F)(F)C(O)=O>[O:1]=[C:2]1[CH2:6][CH2:5][CH2:4][N:3]1[C@H:7]([C:15]1[CH:20]=[CH:19][CH:18]=[CH:17][CH:16]=1)[C:8]([OH:10])=[O:9]. Reported procedure: The product of example 128C (245 mg, 0.89 mmol) in trifluoroacetic acid (5 mL) was stirred at ambient temperature for 2 hours. The mixture was concentrated to afford 201 mg (100%) of the title compound. MS (ESI) m/z 276 (M+H)+. Reaction conditions: time 1 hour. The product is O1C(=NC2=C1C=CC=C2)C(=O)C(CC)NC(C(CC(=O)N2CCOCC2)CC2CCCCC2)=O (N-[1-(benzooxazole-2-carbonyl)-propyl]-2-cyclohexylmethyl-4-morpholin-4-yl-4-oxo-butyramide). Reaction SMILES: [O:1]1[C:5]2[CH:6]=[CH:7][CH:8]=[CH:9][C:4]=2[N:3]=[C:2]1[CH:10]([OH:34])[CH:11]([NH:14][C:15](=[O:33])[CH:16]([CH2:26][CH:27]1[CH2:32][CH2:31][CH2:30][CH2:29][CH2:28]1)[CH2:17][C:18]([N:20]1[CH2:25][CH2:24][O:23][CH2:22][CH2:21]1)=[O:19])[CH2:12][CH3:13].CC(OI1(OC(C)=O)(OC(C)=O)OC(=O)C2C=CC=CC1=2)=O.[O-]S([O-])(=S)=O.[Na+].[Na+].C([O-])(O)=O.[Na+]>>[O:1]1[C:5]2[CH:6]=[CH:7][CH:8]=[CH:9][C:4]=2[N:3]=[C:2]1[C:10]([CH:11]([NH:14][C:15](=[O:33])[CH:16]([CH2:26][CH:27]1[CH2:28][CH2:29][CH2:30][CH2:31][CH2:32]1)[CH2:17][C:18]([N:20]1[CH2:25][CH2:24][O:23][CH2:22][CH2:21]1)=[O:19])[CH2:12][CH3:13])=[O:34] |f:2.3.4.5.6|. The reactants are O1C(=NC2=C1C=CC=C2)C(C(CC)NC(C(CC(=O)N2CCOCC2)CC2CCCCC2)=O)O (N-[1-(benzooxazol-2-yl-hydroxy-methyl)-propyl]-2-cyclohexylmethyl-4-morpholin-4-yl-4-oxo-butyramide), CC(=O)OI1(C=2C=CC=CC2C(=O)O1)(OC(=O)C)OC(=O)C (Dess-Martin periodinane), [O-]S(=O)(=S)[O-].[Na+].[Na+].C(=O)(O)[O-].[Na+] (Na2S2O3 NaHCO3). Reported procedure: This amide was treated with Dess-Martin periodinane (237.6 mg, 0.48 mmol) at room temperature. After stirring for 1 hour, 5 mls of saturated Na2S2O3—NaHCO3 were added. After a further 0.5 hours, the reaction mixture was extracted with ethyl acetate, washed with brine, dried with MgSO4 and concentrated. The residue was purified with silica gel column chromatography to yield 76 mg of N-[1-(benzooxazole-2-carbonyl)-propyl]-2-cyclohexylmethyl-4-morpholin-4-yl-4-oxo-butyramide; H1 NMR(DMSO-d): 8.49(1...